Dataset: the Open Reaction Database (ORD), a public repository of structured organic reaction records. Task: describe an organic reaction: reactants, conditions, products, and yield Reactants: O=C(Nc1ccc(OCCN2CCOCC2)c2ccccc12)c1cccc(Br)c1, O=C([O-])[O-], C1CCNCC1, [Cs+], [Cs+], C1COCCO1. The product is O=C(Nc1ccc(OCCN2CCOCC2)c2ccccc12)c1cccc(N2CCCCC2)c1. Reaction SMILES: [Br:1][c:2]1[cH:3][c:4]([C:5](=[O:6])[NH:7][c:8]2[cH:9][cH:10][c:11]([O:18][CH2:19][CH2:20][N:21]3[CH2:22][CH2:23][O:24][CH2:25][CH2:26]3)[c:12]3[cH:13][cH:14][cH:15][cH:16][c:17]23)[cH:27][cH:28][cH:29]1.[C:30](=[O:31])([O-:32])[O-:33].[CH2:36]1[CH2:37][CH2:38][NH:39][CH2:40][CH2:41]1.[Cs+:34].[Cs+:35].[O:42]1[CH2:43][CH2:44][O:45][CH2:46][CH2:47]1>>[c:2]1([N:39]2[CH2:38][CH2:37][CH2:36][CH2:41][CH2:40]2)[cH:3][c:4]([C:5](=[O:6])[NH:7][c:8]2[cH:9][cH:10][c:11]([O:18][CH2:19][CH2:20][N:21]3[CH2:22][CH2:23][O:24][CH2:25][CH2:26]3)[c:12]3[cH:13][cH:14][cH:15][cH:16][c:17]23)[cH:27][cH:28][cH:29]1. Starting materials: Brc1ccc2ncccc2c1, Cc1ccc2c(cnn2C2CCCCO2)c1B(O)O. The reagents and catalysts are [OH-].[Na+], CC(=O)[O-].CC(=O)[O-].[Pd+2] (palladium acetate), CC(C)(C)P(C(C)(C)C)C(C)(C)C. The solvent is CO. Reaction conditions: temperature 100 celsius, time 5 hour. Yields the product CC(C=CC1=C2C=NN1C3CCCCO3)=C2C4=CC(C=CC=N5)=C5C=C4, Brc1ccc2ncccc2c1, Cc1ccc2c(cnn2C2CCCCO2)c1B(O)O, C12=CC=CC=C1N=CC=C2, C1(C2=CC(C=CC=N3)=C3C=C2)=CC=C4C(C=CC=N4)=C1, CC1=CC2=C(N(C3CCCCO3)N=C2)C=C1. Isolated yield 2.4%. Reactants: C(C1=CC=CC=C1)C1(C2(CCC(C1)C2(C)C)C)O ((±)-2-benzyl-1,7,7-trimethyl-bicyclo(2,2,1)-heptan-2-ol), CN(CCCCl)C (1-dimethylamino-3-chloro-propane), [OH-].[NH4+] (ammonium hydroxide), C(C(O)C(O)C(=O)O)(=O)O (tartaric acid), Cl (hydrochloric acid), N (ammonia), [NH2-].[Na+] (sodium amide). The solvent is C1=CC=CC=C1 (benzene), C1=CC=CC=C1 (benzene), O (water), C1=CC=CC=C1 (benzene). Reaction conditions: temperature 30 celsius. The product is C(C1=CC=CC=C1)C1(C2(CCC(C1)C2(C)C)C)OCCCN(C)C ((±)-2-benzyl-2-(3'-dimethylaminopropoxy)-1,7,7-trimethyl-bicyclo(2,2,1) heptane). Reaction SMILES: [NH2-].[Na+].[CH2:3]([C:10]1([OH:20])[CH2:15][CH:14]2[C:16]([CH3:18])([CH3:17])[C:11]1([CH3:19])[CH2:12][CH2:13]2)[C:4]1[CH:9]=[CH:8][CH:7]=[CH:6][CH:5]=1.N.[CH3:22][N:23]([CH3:28])[CH2:24][CH2:25][CH2:26]Cl.C(O)(=O)C(C(C(O)=O)O)O.Cl.[OH-].[NH4+]>C1C=CC=CC=1.O>[CH2:3]([C:10]1([O:20][CH2:26][CH2:25][CH2:24][N:23]([CH3:28])[CH3:22])[CH2:15][CH:14]2[C:16]([CH3:17])([CH3:18])[C:11]1([CH3:19])[CH2:12][CH2:13]2)[C:4]1[CH:9]=[CH:8][CH:7]=[CH:6][CH:5]=1 |f:0.1,7.8|. Procedure: A suspension of 3.9 g (0.1 mole) of sodium amide in 100 ml of anhydrous benzene is heated to boiling, and a solution of 24.4 g (0.1 mole) of (±)-2-benzyl-1,7,7-trimethyl-bicyclo(2,2,1)-heptan-2-ol in 100 ml of anhydrous benzene is added dropwise, under continuous stirring. When the addition of the above solution is completed the reaction mixture is boiled until the formation of ammonia gas is ceased, and while further continuing the stirring, a solution of 13.4 g (0.11 mole) of 1-dimethylamino-3... Reported procedure: 40% strength aqueous dimethylamine solution (2.66 ml, 21 mmol), 1-(4-methoxybenzyl)piperidine-4-carbaldehyde (750 mg, 3.2 mmol) and potassium cyanide (688 mg, 10.6 mmol) were added to a mixture of 4 N hydrochloric acid (1.2 ml) and methanol (5 ml), while cooling with ice. The reaction mixture was stirred at room temperature for 5 d, water (50 ml) was then added and the mixture was extracted with ethyl acetate (3×50 ml). The combined organic phases were dried with sodium sulfate and concentrated ... Reaction SMILES: [CH3:1][NH:2][CH3:3].[CH3:4][O:5][C:6]1[CH:20]=[CH:19][C:9]([CH2:10][N:11]2[CH2:16][CH2:15][CH:14]([CH:17]=O)[CH2:13][CH2:12]2)=[CH:8][CH:7]=1.[C-:21]#[N:22].[K+].Cl>O.CO>[CH3:1][N:2]([CH3:3])[CH:17]([CH:14]1[CH2:15][CH2:16][N:11]([CH2:10][C:9]2[CH:19]=[CH:20][C:6]([O:5][CH3:4])=[CH:7][CH:8]=2)[CH2:12][CH2:13]1)[C:21]#[N:22] |f:2.3|. Starting materials: CNC (dimethylamine), COC1=CC=C(CN2CCC(CC2)C=O)C=C1 (1-(4-methoxybenzyl)piperidine-4-carbaldehyde), [C-]#N.[K+] (potassium cyanide), Cl (hydrochloric acid). Solvent: CO (methanol), O (water). Conditions: time 5 day. Product: CN(C(C#N)C1CCN(CC1)CC1=CC=C(C=C1)OC)C (2-(dimethylamino)-2-(1-(4-methoxybenzyl)piperidin-4-yl)acetonitrile). Starting materials: ClC1=C(C=CC=C1)N=C=O (2-chloro-phenyl isocyanate), CN1CCCC2=CC(=CC=C12)O (1-methyl-1, 2, 3, 4-tetrahydro-quinolin-6-ol), [H-].[Na+] (sodium hydride). Run in CN(C=O)C (dimethylformamide), CN(C=O)C (dimethylformamide). Run at time 30 minute. Yields the product CN1CCCC2=CC(=CC=C12)OC(NC1=C(C=CC=C1)Cl)=O ((2-Chloro-phenyl)-carbamic acid 1-methyl-1, 2, 3, 4-tetrahydro-quinolin-6-yl ester). RXN SMILES: [CH3:1][N:2]1[C:11]2[C:6](=[CH:7][C:8]([OH:12])=[CH:9][CH:10]=2)[CH2:5][CH2:4][CH2:3]1.[H-].[Na+].[Cl:15][C:16]1[CH:21]=[CH:20][CH:19]=[CH:18][C:17]=1[N:22]=[C:23]=[O:24]>CN(C)C=O>[CH3:1][N:2]1[C:11]2[C:6](=[CH:7][C:8]([O:12][C:23](=[O:24])[NH:22][C:17]3[CH:18]=[CH:19][CH:20]=[CH:21][C:16]=3[Cl:15])=[CH:9][CH:10]=2)[CH2:5][CH2:4][CH2:3]1 |f:1.2|. Procedure: A solution of 1-methyl-1, 2, 3, 4-tetrahydro-quinolin-6-ol (0.326 g., 2 mmol) in dry dimethylformamide (5 ml) was added to a stirred suspension of sodium hydride (0.048 g., 2 mmol) in dry dimethylformamide (5 ml) at −10° C. during 5 min. The reaction mixture was stirred for 30 min. Then 2-chloro-phenyl isocyanate (0.329 g., 2 mmol) was added to the stirring reaction mixture. Stirring was continued for additional 2.5 hours during which the temperature was allowed to rise to room temperature (35° ... Starting materials: C1(CC1)N(C(C1=CC=C(C=C1)C1=CN=CO1)=O)C1CCNCC1 (N-cyclopropyl-4-oxazol-5-yl-N-piperidin-4-yl-benzamide), FC1=NC=CC=C1 (2-fluoro-pyridine). The product is C1(CC1)N(C(C1=CC=C(C=C1)C1=CN=CO1)=O)C1CCN(CC1)C1=NC=CC=C1 (N-Cyclopropyl-4-oxazol-5-yl-N-(1-pyridin-2-yl-piperidin-4-yl)-benzamide). Reaction SMILES: [CH:1]1([N:4]([CH:18]2[CH2:23][CH2:22][NH:21][CH2:20][CH2:19]2)[C:5](=[O:17])[C:6]2[CH:11]=[CH:10][C:9]([C:12]3[O:16][CH:15]=[N:14][CH:13]=3)=[CH:8][CH:7]=2)[CH2:3][CH2:2]1.F[C:25]1[CH:30]=[CH:29][CH:28]=[CH:27][N:26]=1>>[CH:1]1([N:4]([CH:18]2[CH2:23][CH2:22][N:21]([C:25]3[CH:30]=[CH:29][CH:28]=[CH:27][N:26]=3)[CH2:20][CH2:19]2)[C:5](=[O:17])[C:6]2[CH:7]=[CH:8][C:9]([C:12]3[O:16][CH:15]=[N:14][CH:13]=3)=[CH:10][CH:11]=2)[CH2:3][CH2:2]1. Procedure details: The title compound is prepared from N-cyclopropyl-4-oxazol-5-yl-N-piperidin-4-yl-benzamide and 2-fluoro-pyridine following a procedure analogous to that described in Example 19. LC (method 9): tR=1.46 min; Mass spectrum (ESI+): m/z=389 [M+H]+. Reactants: C1CCOC1, Cn1ncc(Cl)c1-c1cc(NC(=O)Nc2ccc(F)cc2F)ccc1O, CC(C)OC(=O)N=NC(=O)OC(C)C, OCCN1CCCC1, c1ccc(P(c2ccccc2)c2ccccc2)cc1. The product is Cn1ncc(Cl)c1-c1cc(NC(=O)Nc2ccc(F)cc2F)ccc1OCCN1CCCC1. Reaction SMILES: [CH2:68]1[O:69][CH2:70][CH2:71][CH2:72]1.[Cl:1][c:2]1[c:3](-[c:8]2[cH:9][c:10]([NH:15][C:16](=[O:17])[NH:18][c:19]3[c:20]([F:26])[cH:21][c:22]([F:25])[cH:23][cH:24]3)[cH:11][cH:12][c:13]2[OH:14])[n:4]([CH3:7])[n:5][cH:6]1.[O:54]=[C:55]([O:56][CH:57]([CH3:58])[CH3:59])[N:60]=[N:61][C:62]([O:63][CH:64]([CH3:65])[CH3:66])=[O:67].[OH:46][CH2:47][CH2:48][N:49]1[CH2:50][CH2:51][CH2:52][CH2:53]1.[c:27]1([P:28]([c:29]2[cH:30][cH:31][cH:32][cH:33][cH:34]2)[c:35]2[cH:36][cH:37][cH:38][cH:39][cH:40]2)[cH:41][cH:42][cH:43][cH:44][cH:45]1>>[Cl:1][c:2]1[c:3](-[c:8]2[cH:9][c:10]([NH:15][C:16](=[O:17])[NH:18][c:19]3[c:20]([F:26])[cH:21][c:22]([F:25])[cH:23][cH:24]3)[cH:11][cH:12][c:13]2[O:14][CH2:47][CH2:48][N:49]2[CH2:50][CH2:51][CH2:52][CH2:53]2)[n:4]([CH3:7])[n:5][cH:6]1.